Dataset: the Open Reaction Database (ORD), a public repository of structured organic reaction records. Task: describe an organic reaction: reactants, conditions, products, and yield Reactants: IC1=CC(=C(C(=O)OC)C=C1)OC(C)C (methyl 4-iodo-2-isopropoxybenzoate), FC1=C(C=CC(=C1)F)B(O)O ((2,4-difluorophenyl)boronic acid), C1(CCCCC1)P(C1=C(C=CC=C1)C1=C(C=CC=C1OC)OC)C1CCCCC1 (dicyclohexyl(2′,6′-dimethoxybiphenyl-2-yl)phosphine), C([O-])([O-])=O.[Na+].[Na+] (sodium carbonate). Reagents/catalysts: C=1C=CC(=CC1)/C=C/C(=O)/C=C/C2=CC=CC=C2.C=1C=CC(=CC1)/C=C/C(=O)/C=C/C2=CC=CC=C2.C=1C=CC(=CC1)/C=C/C(=O)/C=C/C2=CC=CC=C2.[Pd].[Pd] (tris(dibenzylideneacetone)dipalladium(0)). Run in C1(=CC=CC=C1)C (toluene). Yields the product FC1=C(C=CC(=C1)F)C1=CC(=C(C=C1)C(=O)OC)OC(C)C (Methyl 2′,4′-difluoro-3-isopropoxybiphenyl-4-carboxylate). The yield is 99.4%. Reaction SMILES: I[C:2]1[CH:11]=[CH:10][C:5]([C:6]([O:8][CH3:9])=[O:7])=[C:4]([O:12][CH:13]([CH3:15])[CH3:14])[CH:3]=1.[F:16][C:17]1[CH:22]=[C:21]([F:23])[CH:20]=[CH:19][C:18]=1B(O)O.C1(P(C2CCCCC2)C2C=CC=CC=2C2C(OC)=CC=CC=2OC)CCCCC1.C(=O)([O-])[O-].[Na+].[Na+]>C1C=CC(/C=C/C(/C=C/C2C=CC=CC=2)=O)=CC=1.C1C=CC(/C=C/C(/C=C/C2C=CC=CC=2)=O)=CC=1.C1C=CC(/C=C/C(/C=C/C2C=CC=CC=2)=O)=CC=1.[Pd].[Pd].C1(C)C=CC=CC=1>[F:16][C:17]1[CH:22]=[C:21]([F:23])[CH:20]=[CH:19][C:18]=1[C:2]1[CH:11]=[CH:10][C:5]([C:6]([O:8][CH3:9])=[O:7])=[C:4]([O:12][CH:13]([CH3:15])[CH3:14])[CH:3]=1 |f:3.4.5,6.7.8.9.10|. Procedure details: A mixture of methyl 4-iodo-2-isopropoxybenzoate (4.10 g), (2,4-difluorophenyl)boronic acid (4.04 g), dicyclohexyl(2′,6′-dimethoxybiphenyl-2-yl)phosphine (0.789 g), a 2 M aqueous sodium carbonate solution (19.2 mL), tris(dibenzylideneacetone)dipalladium(0) (0.821 g), and toluene (50 mL) was stirred at 100° C. for 2 hours in an argon atmosphere. The reaction mixture was allowed to cool to room temperature. Then, the organic layer was separated and passed through a short silica gel (NH) column, and... Starting materials: C=1C=CC2=C(C1)N=NN2O (HOBt), C(C)N1CCOCC1 (N-ethyl morpholine), C(=O)(C(F)(F)F)O (TFA), N[C@@H](CC1=CC=CC=C1)C(=O)N[C@@H]([C@H](O)C)C(=O)N[C@@H](CC(N)=O)C(=O)N[C@@H](CO)C(=O)O (H-Phe-Thr-Asn-Ser), N([C@@H]([C@@H](C)CC)C(=O)ON1C(=O)CCC1=O)C(=O)OC(C)(C)C (Boc-Ile-OSu). Solvent: CN(C)C=O (DMF). Yields the product N([C@@H]([C@@H](C)CC)C(=O)N[C@@H](CC1=CC=CC=C1)C(=O)N[C@@H]([C@H](O)C)C(=O)N[C@@H](CC(N)=O)C(=O)N[C@@H](CO)C(=O)OC)C(=O)OC(C)(C)C (Boc-Ile-Phe-Thr-Asn-Ser-OMe). Yield: 85.9%. RXN SMILES: [C:1](O)(C(F)(F)F)=O.[NH2:8][C@H:9]([C:17]([NH:19][C@H:20]([C:24]([NH:26][C@H:27]([C:32]([NH:34][C@H:35]([C:38]([OH:40])=[O:39])[CH2:36][OH:37])=[O:33])[CH2:28][C:29](=[O:31])[NH2:30])=[O:25])[C@@H:21]([CH3:23])[OH:22])=[O:18])[CH2:10][C:11]1[CH:16]=[CH:15][CH:14]=[CH:13][CH:12]=1.[NH:41]([C:57]([O:59][C:60]([CH3:63])([CH3:62])[CH3:61])=[O:58])[C@H:42]([C:47](ON1C(=O)CCC1=O)=[O:48])[C@H:43]([CH2:45][CH3:46])[CH3:44].C1C=CC2N(O)N=NC=2C=1.C(N1CCOCC1)C>CN(C=O)C>[NH:41]([C:57]([O:59][C:60]([CH3:63])([CH3:62])[CH3:61])=[O:58])[C@H:42]([C:47]([NH:8][C@H:9]([C:17]([NH:19][C@H:20]([C:24]([NH:26][C@H:27]([C:32]([NH:34][C@H:35]([C:38]([O:40][CH3:1])=[O:39])[CH2:36][OH:37])=[O:33])[CH2:28][C:29](=[O:31])[NH2:30])=[O:25])[C@@H:21]([CH3:23])[OH:22])=[O:18])[CH2:10][C:11]1[CH:12]=[CH:13][CH:14]=[CH:15][CH:16]=1)=[O:48])[C@H:43]([CH2:45][CH3:46])[CH3:44]. Reported procedure: A solution cooled on an ice bath of 5.14 g of TFA, H-Phe-Thr-Asn-Ser-Ome (8.78 mM) in 100 ml of DMF has 3.17 g of Boc-Ile-OSu (9.66 mM), 1.30 g of HOBt (9.62 mM) and N-ethyl morpholine added thereto until a pH of 7 is obtained. After 20 hours of reaction at ambient temperature, the solution is concentrated under reduced pressure and the residue taken up in ether gives a precipitate which is filtered and dried in vacuo. 5.24 g of product are obtained. Reactants: C1(N(CCN1C)C)(F)F, n1c(nc2c(c1c1cnc(nc1)N)CCN2C1CC(C1)(F)F)N1CCOC[C@@H]1CO. Reagents/catalysts: c1ccc(cc1)-c2c3ccccc3cc4ccccc24 (9-Phenylanthracene). Solvent: CC#N (MeCN). Reaction conditions: temperature 25 celsius, time 18 hour. The product is Nc1ncc(cn1)c2nc(nc3N(CCc23)C4CC(F)(F)C4)N5CCOC[C@@H]5CF. Reaction SMILES: [NH2:1][c:2]1[n:7][cH:6][c:5]([c:8]2[c:16]([c:12]3[n:11][c:10]([N:23]4[C@@H:28]([CH2:29]O)[CH2:27][O:26][CH2:25][CH2:24]4)[n:9]2)[CH2:15][CH2:14][N:13]3[CH:17]5[CH2:22][C:19]([F:21])([F:20])[CH2:18]5)[cH:4][n:3]1.CN1C(F)([F:30])N(C)CC1>>[NH2:1][c:2]1[n:7][cH:6][c:5]([c:8]2[c:16]([c:12]3[n:11][c:10]([N:23]4[C@@H:28]([CH2:29][F:30])[CH2:27][O:26][CH2:25][CH2:24]4)[n:9]2)[CH2:15][CH2:14][N:13]3[CH:17]5[CH2:22][C:19]([F:21])([F:20])[CH2:18]5)[cH:4][n:3]1. Starting materials: NCCNC(OC(C)(C)C)=O (tert-butyl 2-aminoethylcarbamate), C(C1=CC=CC=C1)=O (benzaldehyde), [BH4-].[Na+] (NaBH4). The solvent is CO (methanol). Conditions: time 8 hour. Yields the product C(C1=CC=CC=C1)NCCNC(OC(C)(C)C)=O (tert-butyl 2-(benzylamino)ethylcarbamate). Isolated yield 92.0%. As a reaction SMILES: [NH2:1][CH2:2][CH2:3][NH:4][C:5](=[O:11])[O:6][C:7]([CH3:10])([CH3:9])[CH3:8].[CH:12](=O)[C:13]1[CH:18]=[CH:17][CH:16]=[CH:15][CH:14]=1.[BH4-].[Na+]>CO>[CH2:12]([NH:1][CH2:2][CH2:3][NH:4][C:5](=[O:11])[O:6][C:7]([CH3:8])([CH3:10])[CH3:9])[C:13]1[CH:18]=[CH:17][CH:16]=[CH:15][CH:14]=1 |f:2.3|. Procedure details: To a solution of tert-butyl 2-aminoethylcarbamate (6.4 g, 40.0 mmol) in methanol (60 mL) was added benzaldehyde (4.7 g, 44.0 mmol) and molecular sieve 3 Å. After stirring at ambient temperature overnight, the mixture was cooled down to ca. −10° C. (ice/salt bath) and treated portion wise with NaBH4 (9.1 g, 240.0 mmol) over 30 min. After complete addition, the bath was removed and the reaction mixture stirred at ambient temperature for 16 h. The solvent was evaporated and the residue taken into E... Reactants: COc1ccc(P2(=S)SP(=S)(c3ccc(OC)cc3)S2)cc1, Cc1ccccc1, CCOC(=O)c1nn(Cc2ccc(-n3cccn3)cc2)c2ccsc2c1=O, C1COCCO1. Yields the product CCOC(=O)c1nn(Cc2ccc(-n3cccn3)cc2)c2ccsc2c1=S. Reaction SMILES: [CH3:28][O:29][c:30]1[cH:31][cH:32][c:33]([P:34]2(=[S:37])[S:35][P:36]([c:38]3[cH:39][cH:40][c:41]([O:42][CH3:43])[cH:44][cH:45]3)(=[S:46])[S:47]2)[cH:48][cH:49]1.[CH3:56][c:57]1[cH:58][cH:59][cH:60][cH:61][cH:62]1.[O:1]=[c:2]1[c:3]2[c:4]([n:5]([CH2:13][c:14]3[cH:15][cH:16][c:17](-[n:20]4[n:21][cH:22][cH:23][cH:24]4)[cH:18][cH:19]3)[n:6][c:7]1[C:8](=[O:9])[O:10][CH2:11][CH3:12])[cH:25][cH:26][s:27]2.[O:50]1[CH2:51][CH2:52][O:53][CH2:54][CH2:55]1>>[c:2]1(=[S:37])[c:3]2[c:4]([n:5]([CH2:13][c:14]3[cH:15][cH:16][c:17](-[n:20]4[n:21][cH:22][cH:23][cH:24]4)[cH:18][cH:19]3)[n:6][c:7]1[C:8](=[O:9])[O:10][CH2:11][CH3:12])[cH:25][cH:26][s:27]2. Reactants: NC=1N=CC(=NC1)C1=CC(CCC1)O (3-(5-aminopyrazin-2-yl)cyclohex-2-enol), C(C)(C)(C)[Si](C)(C)Cl (tert-butylchlorodimethylsilane), N1C=NC=C1 (1H-imidazole). Solvent: CN(C)C=O (DMF). Run at time 8 hour. The product is [Si](C)(C)(C(C)(C)C)OC1C=C(CCC1)C=1N=CC(=NC1)N (5-(3-((tert-butyldimethylsilyl)oxy)cyclohex-1-en-1-yl)pyrazin-2-amine). Isolated yield 100.0%. RXN SMILES: [NH2:1][C:2]1[N:3]=[CH:4][C:5]([C:8]2[CH2:13][CH2:12][CH2:11][CH:10]([OH:14])[CH:9]=2)=[N:6][CH:7]=1.[C:15]([Si:19](Cl)([CH3:21])[CH3:20])([CH3:18])([CH3:17])[CH3:16].N1C=CN=C1>CN(C=O)C>[Si:19]([O:14][CH:10]1[CH2:11][CH2:12][CH2:13][C:8]([C:5]2[N:6]=[CH:7][C:2]([NH2:1])=[N:3][CH:4]=2)=[CH:9]1)([C:15]([CH3:18])([CH3:17])[CH3:16])([CH3:21])[CH3:20]. Procedure: To a solution of 3-(5-aminopyrazin-2-yl)cyclohex-2-enol (149 mg, 0.779 mmol) in DMF (5.5 mL) at 0° C. were added tert-butylchlorodimethylsilane (294 mg, 1.95 mmol)) and 1H-imidazole (212 mg, 3.12 mmol). The reaction mixture was stirred at room temperature overnight. After quenched with sat NaHCO3, the reaction mixture was extracted with EtOAc 3 times. The combined organic layers were dried over anhydrous sodium sulfate. Filtered and concentrated in vacuo. The crude product was purified with flas...